This data is from the Open Reaction Database (ORD), a public repository of structured organic reaction records. The task is: describe an organic reaction: reactants, conditions, products, and yield Reactants: Br, Cc1ccnc(N)c1Br, Br, O=N[O-], [Na+], O. Yields the product Cc1ccnc(Br)c1Br. As a reaction SMILES: [Br:1].[Br:2][c:3]1[c:4]([NH2:10])[n:5][cH:6][cH:7][c:8]1[CH3:9].[BrH:15].[N:11]([O-:12])=[O:13].[Na+:14].[OH2:16]>>[Br:2][c:3]1[c:4]([Br:15])[n:5][cH:6][cH:7][c:8]1[CH3:9]. The reactants are ClS(=O)(=O)[O-] (chlorosulfonate), FC1=CC=CC=2C1=NON2 (7-fluoro-2,1,3-benzoxadiazole), ice water. Solvent: C(Cl)(Cl)Cl (chloroform). Run at time 1 hour. Product: ClS(=O)(=O)C1=CC=C(C2=NON=C21)F (4-chlorosulfonyl-7-fluoro-2,1,3-benzoxadiazole). RXN SMILES: [F:1][C:2]1[C:7]2=[N:8][O:9][N:10]=[C:6]2[CH:5]=[CH:4][CH:3]=1.[Cl:11][S:12]([O-])(=[O:14])=[O:13]>C(Cl)(Cl)Cl>[Cl:11][S:12]([C:5]1[C:6]2[C:7](=[N:8][O:9][N:10]=2)[C:2]([F:1])=[CH:3][CH:4]=1)(=[O:14])=[O:13]. Procedure details: 3.0 g of 7-fluoro-2,1,3-benzoxadiazole were dissolved in 10 ml of chloroform and then 11.0 ml of chlorosulfonate at 0° C. were dripped into the solution. After reacting at room temperature for one hour, the solution was stirred and reacted for an additional two hours. Next, the reaction solution was transferred to 200 g of ice water, and extracted with chloroform very quickly. The extract was then water washed and dried with magnesium sulfate before filtering. The filtrate was then reduced press... The reactants are CC1=NN(C(=C1)C)C(C(=O)Cl)C (2-(3,5-dimethyl-1H-pyrazol-1-yl)propanoyl chloride), O1CCC(CC1)=O (tetrahydro-4H-pyran-4-one), diketones. The product is CC1=NN(C(=C1)C)C(C(=O)C1COCCC1=O)C (3-(2-(3,5-Dimethyl-1H-pyrazol-1-yl)propanoyl)dihydro-2H-pyran-4 (3H)-one). As a reaction SMILES: [CH3:1][C:2]1[CH:6]=[C:5]([CH3:7])[N:4]([CH:8]([CH3:12])[C:9](Cl)=[O:10])[N:3]=1.[O:13]1[CH2:18][CH2:17][C:16](=[O:19])[CH2:15][CH2:14]1>>[CH3:1][C:2]1[CH:6]=[C:5]([CH3:7])[N:4]([CH:8]([CH3:12])[C:9]([CH:15]2[C:16](=[O:19])[CH2:17][CH2:18][O:13][CH2:14]2)=[O:10])[N:3]=1. Procedure details: 3-(2-(3,5-Dimethyl-1H-pyrazol-1-yl)propanoyl)dihydro-2H-pyran-4 (3H)-one was synthesised from 2-(3,5-dimethyl-1H-pyrazol-1-yl)propanoyl chloride (0.5 g, 2.97 mmol) and tetrahydro-4H-pyran-4-one (0.549 mL, 5.95 mmol) by the general procedure for the preparation of diketones. MS (ES+) m/z 251.1 (M+H)+ The reactants are CCOC(=O)C1(NC(=O)c2cccc(C)c2OC(C)C)Cc2ccc(F)cc2C1, CCO, [K+], [OH-], O. Yields the product Cc1cccc(C(=O)NC2(C(=O)O)Cc3ccc(F)cc3C2)c1OC(C)C. As a reaction SMILES: [CH2:1]([CH3:2])[O:3][C:4](=[O:5])[C:6]1([NH:16][C:17]([c:18]2[c:19]([O:25][CH:26]([CH3:27])[CH3:28])[c:20]([CH3:24])[cH:21][cH:22][cH:23]2)=[O:29])[CH2:7][c:8]2[cH:9][cH:10][c:11]([F:15])[cH:12][c:13]2[CH2:14]1.[CH3:33][CH2:34][OH:35].[K+:31].[OH-:30].[OH2:32]>>[O:3]=[C:4]([OH:5])[C:6]1([NH:16][C:17]([c:18]2[c:19]([O:25][CH:26]([CH3:27])[CH3:28])[c:20]([CH3:24])[cH:21][cH:22][cH:23]2)=[O:29])[CH2:7][c:8]2[cH:9][cH:10][c:11]([F:15])[cH:12][c:13]2[CH2:14]1. Reactants: BrC1=CC(=C(C=C1)C(O)C=1OC=CC1)CC ((4-bromo-2-ethylphenyl)furan-2-yl-methanol), polyphosphoric acid, CC(=O)C (acetone). Run in O (water). Run at time 20 hour. Yields the product BrC1=CC(=C(C=C1)C1C(C=CC1=O)O)CC (5-(4-bromo-2-ethylphenyl)-4-hydroxycyclopent-2-enone). Reaction SMILES: [Br:1][C:2]1[CH:7]=[CH:6][C:5]([CH:8]([C:10]2[O:11][CH:12]=[CH:13][CH:14]=2)O)=[C:4]([CH2:15][CH3:16])[CH:3]=1.CC(C)=[O:19]>O>[Br:1][C:2]1[CH:7]=[CH:6][C:5]([CH:8]2[C:12](=[O:11])[CH:13]=[CH:14][CH:10]2[OH:19])=[C:4]([CH2:15][CH3:16])[CH:3]=1. Reported procedure: To a solution of (4-bromo-2-ethylphenyl)furan-2-yl-methanol (13.6 g, 0.039 mol) in acetone (300 ml) and water (30 ml) at 55° C. is added polyphosphoric acid (5.0 g, 0.05 mol). After stirring at this temperature for 20 hours the reaction mixture is cooled to room temperature then concentrated in vacuo. The crude product is then partitioned between ethyl acetate (200 ml) and water (200 ml), and the organic phase is separated. After drying over anhydrous magnesium sulfate, all solvents are removed ... The reactants are NC1=C(C=CC(N1C1=CC=C(C=C1)O)=O)C(C1=CC=C(C=C1)F)=O (6-amino-5-(4-fluorobenzoyl)-1-(4-hydroxyphenyl)pyridin-2(1H)-one), BrCC(=O)N[C@@H](CC(C)C)C(=O)OC1CCCC1 (cyclopentyl N-(bromoacetyl)-L-leucinate), C([O-])([O-])=O.[K+].[K+] (potassium carbonate), O (water). Solvent: CN(C)C=O (DMF). The product is NC1=C(C=CC(N1C1=CC=C(OCC(=O)N[C@@H](CC(C)C)C(=O)OC2CCCC2)C=C1)=O)C(C1=CC=C(C=C1)F)=O (Cyclopentyl N-({4-[6-amino-5-(4-fluorobenzoyl)-2-oxopyridin-1(2H)-yl]phenoxy}acetyl)-L-leucinate). The yield is 52.1%. Reaction SMILES: [NH2:1][C:2]1[N:7]([C:8]2[CH:13]=[CH:12][C:11]([OH:14])=[CH:10][CH:9]=2)[C:6](=[O:15])[CH:5]=[CH:4][C:3]=1[C:16](=[O:24])[C:17]1[CH:22]=[CH:21][C:20]([F:23])=[CH:19][CH:18]=1.Br[CH2:26][C:27]([NH:29][C@H:30]([C:35]([O:37][CH:38]1[CH2:42][CH2:41][CH2:40][CH2:39]1)=[O:36])[CH2:31][CH:32]([CH3:34])[CH3:33])=[O:28].C(=O)([O-])[O-].[K+].[K+].O>CN(C=O)C>[NH2:1][C:2]1[N:7]([C:8]2[CH:9]=[CH:10][C:11]([O:14][CH2:26][C:27]([NH:29][C@H:30]([C:35]([O:37][CH:38]3[CH2:42][CH2:41][CH2:40][CH2:39]3)=[O:36])[CH2:31][CH:32]([CH3:34])[CH3:33])=[O:28])=[CH:12][CH:13]=2)[C:6](=[O:15])[CH:5]=[CH:4][C:3]=1[C:16](=[O:24])[C:17]1[CH:18]=[CH:19][C:20]([F:23])=[CH:21][CH:22]=1 |f:2.3.4|. Procedure details: To a solution of 6-amino-5-(4-fluorobenzoyl)-1-(4-hydroxyphenyl)pyridin-2(1H)-one [WO 03/076405] (100 mg, 0.31 mmol) in anhydrous DMF (3 ml) under an atmosphere of nitrogen was added cyclopentyl N-(bromoacetyl)-L-leucinate (109 ml, 0.34 mmol, 1.1 eq) and potassium carbonate (51 mg, 0.37 mmol, 1.2 eq). The mixture was heated at 40 C for 16 hours, before being allowed to cool to room temperature and added to water (20 ml). The mixture was extracted with EtOAc (3×15 ml), and the combined extracts w... Starting materials: C(C)OC(=O)N1CCN(CC1)C([C@H](CCC(=O)OC(C)(C)C)N)=O (4-((S)-2-amino-4-tert-butoxycarbonyl-butyryl)-piperazine-1-carboxylic acid ethyl ester), C(=O)(C(F)(F)F)O (TFA). Run in C(Cl)Cl (CH2Cl2). Reaction conditions: time 2 hour. Yields the product FC(C(=O)O)(F)F.C(C)OC(=O)N1CCN(CC1)C([C@H](CCC(=O)O)N)=O (4-((S)-2-Amino-4-carboxy-butyryl)-piperazine-1-carboxylic acid ethyl ester trifluoroacetate salt). RXN SMILES: [CH2:1]([O:3][C:4]([N:6]1[CH2:11][CH2:10][N:9]([C:12](=[O:24])[C@@H:13]([NH2:23])[CH2:14][CH2:15][C:16]([O:18]C(C)(C)C)=[O:17])[CH2:8][CH2:7]1)=[O:5])[CH3:2].[C:25]([OH:31])([C:27]([F:30])([F:29])[F:28])=[O:26]>C(Cl)Cl>[F:28][C:27]([F:30])([F:29])[C:25]([OH:31])=[O:26].[CH2:1]([O:3][C:4]([N:6]1[CH2:7][CH2:8][N:9]([C:12](=[O:24])[C@@H:13]([NH2:23])[CH2:14][CH2:15][C:16]([OH:18])=[O:17])[CH2:10][CH2:11]1)=[O:5])[CH3:2] |f:3.4|. Procedure: To a solution of 4-((S)-2-amino-4-tert-butoxycarbonyl-butyryl)-piperazine-1-carboxylic acid ethyl ester (0.8 g, prepared as described in WO2006114774) in CH2Cl2 (15 mL) was added TFA (15 mL) and the reaction mixture stirred for 2 h at RT. The solution was evaporated to dryness to give 0.9 g of the desired product as clear oil. The reactants are COC(=O)c1sc(-c2ccccc2)c(Br)c1OC(C)C, CO, Cl, [Na+], [OH-], O. Product: CC(C)Oc1c(C(=O)O)sc(-c2ccccc2)c1Br. Reaction SMILES: [Br:1][c:2]1[c:3]([O:17][CH:18]([CH3:19])[CH3:20])[c:4]([C:13](=[O:14])[O:15][CH3:16])[s:5][c:6]1-[c:7]1[cH:8][cH:9][cH:10][cH:11][cH:12]1.[CH3:25][OH:26].[ClH:24].[Na+:22].[OH-:21].[OH2:23]>>[Br:1][c:2]1[c:3]([O:17][CH:18]([CH3:19])[CH3:20])[c:4]([C:13](=[O:14])[OH:15])[s:5][c:6]1-[c:7]1[cH:8][cH:9][cH:10][cH:11][cH:12]1. Starting materials: [C-]#N.[Na+] (Sodium cyanide), O=C(CC(=O)O)CCl (3-oxo-4-chlorobutyric acid), Cl (HCl), [C-]#N.[Na+] (NaCN). Solvent: O (water), O (water). The product is C(#N)C(CC(=O)O)(CCl)O (3-cyano-3-Hydroxy-4-Chlorobutyric Acid). Isolated yield 82.0%. As a reaction SMILES: [O:1]=[C:2]([CH2:7][Cl:8])[CH2:3][C:4]([OH:6])=[O:5].[C-:9]#[N:10].[Na+].Cl>O>[C:9]([C:2]([OH:1])([CH2:7][Cl:8])[CH2:3][C:4]([OH:6])=[O:5])#[N:10] |f:1.2|. Reported procedure: 68.8 g of 3-oxo-4-chlorobutyric acid (94.2 percent purity by NMR) (0.476 mols) was mixed with 200 ml of distilled water in a three neck flask fitted with a thermometer, dropping funnel, stirrer and connected via an ice condenser to a nitrogen bubbler which was connected to a NaOH trap in series. Sodium cyanide (24.5 g) (0.50 mol) was dissolved in 75 ml of water and placed in the dropping funnel. The contents of the flask were cooled in an ice bath and the NaCN solution added at 10°-15°C to give ...